This data is from the Open Reaction Database (ORD), a public repository of structured organic reaction records. The task is: describe an organic reaction: reactants, conditions, products, and yield The reactants are N[C@H](CO)CN(C1=CC=CC=C1)CC ((S)-2-amino-3-(ethyl-phenyl-amino)-propan-1-ol), C([O-])([O-])=O.[K+].[K+] (potassium carbonate), N#CBr (cyanogen bromide). Solvent: C1CCOC1 (THF), C1CCOC1 (THF), CCOC(=O)C (EtOAc). Reaction conditions: time 21 hour. The product is C(C)N(C1=CC=CC=C1)C[C@@H]1N=C(OC1)N ((S)-4-[(ethyl-phenyl-amino)-methyl]-4,5-dihydro-oxazol-2-ylamine). Isolated yield 74.8%. As a reaction SMILES: [NH2:1][C@@H:2]([CH2:5][N:6]([CH2:13][CH3:14])[C:7]1[CH:12]=[CH:11][CH:10]=[CH:9][CH:8]=1)[CH2:3][OH:4].C(=O)([O-])[O-].[K+].[K+].[N:21]#[C:22]Br>C1COCC1.CCOC(C)=O>[CH2:13]([N:6]([CH2:5][C@H:2]1[CH2:3][O:4][C:22]([NH2:21])=[N:1]1)[C:7]1[CH:12]=[CH:11][CH:10]=[CH:9][CH:8]=1)[CH3:14] |f:1.2.3|. Procedure details: To a stirred solution of (S)-2-amino-3-(ethyl-phenyl-amino)-propan-1-ol (128 mg) at r.t. in THF (5 ml) under an argon atmosphere were added potassium carbonate (182 mg) and a solution of cyanogen bromide (140 mg) in THF (5 ml). Stirring at r.t. was continued for 21 h. The mixture (off-white suspension) was diluted with EtOAc and washed with H2O. The aqueous phase was back extracted with EtOAc. The combined organics were washed with brine, dried over MgSO4, filtered and concentrated in vacuo. The...